Dataset: the Open Reaction Database (ORD), a public repository of structured organic reaction records. Task: describe an organic reaction: reactants, conditions, products, and yield The reactants are [BH3-]C#N, CCCCOc1ccc(N)cc1, CC(=O)O, COC(OC)OC, CO, O=Cc1ccc(C(=O)NCCC(=O)O)cc1, [Na+], CN(C)C=O. Product: CCCCOc1ccc(NCc2ccc(C(=O)NCCC(=O)O)cc2)cc1. Reaction SMILES: [C:33]([BH3-:34])#[N:35].[CH2:17]([CH2:18][CH2:19][CH3:20])[O:21][c:22]1[cH:23][cH:24][c:25]([NH2:26])[cH:27][cH:28]1.[CH3:29][C:30](=[O:31])[OH:32].[CH3:42][O:43][CH:44]([O:45][CH3:46])[O:47][CH3:48].[CH3:49][OH:50].[CH:1](=[O:2])[c:3]1[cH:4][cH:5][c:6]([C:7](=[O:8])[NH:9][CH2:10][CH2:11][C:12](=[O:13])[OH:14])[cH:15][cH:16]1.[Na+:36].[O:37]=[CH:38][N:39]([CH3:40])[CH3:41]>>[CH2:1]([c:3]1[cH:4][cH:5][c:6]([C:7](=[O:8])[NH:9][CH2:10][CH2:11][C:12](=[O:13])[OH:14])[cH:15][cH:16]1)[NH:26][c:25]1[cH:24][cH:23][c:22]([O:21][CH2:17][CH2:18][CH2:19][CH3:20])[cH:28][cH:27]1. The reactants are C1(=CC=CC=C1)C(C(=O)OCC)(C(=O)OCC)CCOC(C)=O (Diethyl α-phenyl-α-(2-acetoxyethyl)malonate), [OH-].[Na+] (NaOH), Cl (HCl). Solvent: CO (methanol). Reaction conditions: time 8 hour. Product: C1(=CC=CC=C1)C1C(=O)OCC1 (α-Phenyl-γ-butyrolactone). Isolated yield 89.3%. RXN SMILES: [C:1]1([C:7]([CH2:18][CH2:19][O:20][C:21](=[O:23])C)(C(OCC)=O)C(OCC)=O)[CH:6]=[CH:5][CH:4]=[CH:3][CH:2]=1.[OH-].[Na+].Cl>CO>[C:1]1([CH:7]2[CH2:18][CH2:19][O:20][C:21]2=[O:23])[CH:2]=[CH:3][CH:4]=[CH:5][CH:6]=1 |f:1.2|. Procedure details: The product of Example 2 (837 g, 2.6M) methanol (1.5 l) and 40% aq. NaOH (1 l, 10M) were heated to reflux for 2 hours. The reaction was then cooled to room temperature and acidified with conc. HCl (1l). The reaction was left as room temperature overnight and then extracted with methyl tert.butyl ether (1 l,500 ml). The extracts were washed with aq. Na2CO3, dried and evaporated to give the title compound(376 g, 89%). Reactants: C(C1=CC=CC=C1)OC1=NC(=NC=C1[N+](=O)[O-])OC[C@H](C)NC(OC(C)(C)C)=O (tert-butyl ((2S)-1-((4-(benzyloxy)-5-nitropyrimidin-2-yl)oxy)propan-2-yl)carbamate), ClC=1C(=NC=C(C1)OC[C@@H]1C(C1)(F)F)C(=O)O (3-chloro-5-(((1R)-2,2-difluorocyclopropyl)methoxy)pyridine-2-carboxylic acid). The product is ClC=1C(=NC=C(C1)OC[C@@H]1C(C1)(F)F)C(=O)NC=1C(=NC(=NC1)OC[C@H](C)NC(OC(C)(C)C)=O)O (tert-butyl ((2S)-1-((5-(((3-chloro-5-(((1R)-2,2-difluorocyclopropyl)methoxy)pyridin-2-yl)carbonyl)amino)-4-hydroxypyrimidin-2-yl)oxy)propan-2-yl)carbamate). Reaction SMILES: C([O:8][C:9]1[C:14]([N+:15]([O-])=O)=[CH:13][N:12]=[C:11]([O:18][CH2:19][C@@H:20]([NH:22][C:23](=[O:29])[O:24][C:25]([CH3:28])([CH3:27])[CH3:26])[CH3:21])[N:10]=1)C1C=CC=CC=1.[Cl:30][C:31]1[C:32]([C:44](O)=[O:45])=[N:33][CH:34]=[C:35]([O:37][CH2:38][C@H:39]2[CH2:41][C:40]2([F:43])[F:42])[CH:36]=1>>[Cl:30][C:31]1[C:32]([C:44]([NH:15][C:14]2[C:9]([OH:8])=[N:10][C:11]([O:18][CH2:19][C@@H:20]([NH:22][C:23](=[O:29])[O:24][C:25]([CH3:26])([CH3:27])[CH3:28])[CH3:21])=[N:12][CH:13]=2)=[O:45])=[N:33][CH:34]=[C:35]([O:37][CH2:38][C@H:39]2[CH2:41][C:40]2([F:43])[F:42])[CH:36]=1. Procedure details: Using tert-butyl ((2S)-1-((4-(benzyloxy)-5-nitropyrimidin-2-yl)oxy)propan-2-yl)carbamate and 3-chloro-5-(((1R)-2,2-difluorocyclopropyl)methoxy)pyridine-2-carboxylic acid, and in the same manner as in Step A of Example 4 and Step D of Example 83, the title compound was obtained. Starting materials: OC1=C(C=C(C(=O)OC)C=C1)C#C[Si](C)(C)C (Methyl 4-hydroxy-3-[(trimethylsilyl)ethynyl]benzoate), cuprous iodide. Solvent: CO (MeOH). Run at temperature 60 celsius. Product: O1C=CC2=C1C=CC(=C2)C(=O)OC (methyl benzofuran-5-carboxylate). The yield is 33.5%. Reaction SMILES: [OH:1][C:2]1[CH:11]=[CH:10][C:5]([C:6]([O:8][CH3:9])=[O:7])=[CH:4][C:3]=1[C:12]#[C:13][Si](C)(C)C>CO>[O:1]1[C:2]2[CH:11]=[CH:10][C:5]([C:6]([O:8][CH3:9])=[O:7])=[CH:4][C:3]=2[CH:12]=[CH:13]1. Procedure: Methyl 4-hydroxy-3-[(trimethylsilyl)ethynyl]benzoate (11 g, 44.5 mmol) is combined with DIA (7.1 ml, 50 mmol) and cuprous iodide (423 mg, 2.2 mmol) in 100 ml MeOH in a flask under nitrogen. The reaction is warmed to 60° C. for 6 h, the volatiles are removed in vacuo, and the brown-green residue is chromatographed over 500 g silica gel (230-400 mesh) eluting with 20% EtOAc/hexane. The appropriate fractions are combined and concentrated to give 2.63 g (34%) of methyl benzofuran-5-carboxylate as a ...